Dataset: the Open Reaction Database (ORD), a public repository of structured organic reaction records. Task: describe an organic reaction: reactants, conditions, products, and yield Reactants: CC(C)(C)OC(=O)NC1CC(OCc2ccccc2)C1, CO, [OH-], [OH-], [Pd+2]. The product is CC(C)(C)OC(=O)NC1CC(O)C1. RXN SMILES: [CH2:1]([c:2]1[cH:3][cH:4][cH:5][cH:6][cH:7]1)[O:8][CH:9]1[CH2:10][CH:11]([NH:13][C:14]([O:15][C:16]([CH3:17])([CH3:18])[CH3:19])=[O:20])[CH2:12]1.[CH3:21][OH:22].[OH-:23].[OH-:25].[Pd+2:24]>>[OH:8][CH:9]1[CH2:10][CH:11]([NH:13][C:14]([O:15][C:16]([CH3:17])([CH3:18])[CH3:19])=[O:20])[CH2:12]1. The reactants are [C-]#N, [C-]#N, CN(C)C=O, ClCCl, CC(C)(C)OC(=O)NC1CCc2ccc(OS(=O)(=O)C(F)(F)F)cc2C1Cc1ccc(Cl)c(Cl)c1, [Zn+2]. Yields the product CC(C)(C)OC(=O)NC1CCc2ccc(C#N)cc2C1Cc1ccc(Cl)c(Cl)c1. As a reaction SMILES: [C-:44]#[N:45].[C-:47]#[N:48].[CH3:36][N:37]([CH3:38])[CH:39]=[O:40].[Cl:41][CH2:42][Cl:43].[F:1][C:2]([F:3])([F:4])[S:5]([O:6][c:7]1[cH:8][c:9]2[c:14]([cH:15][cH:16]1)[CH2:13][CH2:12][CH:11]([NH:17][C:18](=[O:19])[O:20][C:21]([CH3:22])([CH3:23])[CH3:24])[CH:10]2[CH2:25][c:26]1[cH:27][c:28]([Cl:33])[c:29]([Cl:32])[cH:30][cH:31]1)(=[O:34])=[O:35].[Zn+2:46]>>[c:7]1([C:36]#[N:37])[cH:8][c:9]2[c:14]([cH:15][cH:16]1)[CH2:13][CH2:12][CH:11]([NH:17][C:18](=[O:19])[O:20][C:21]([CH3:22])([CH3:23])[CH3:24])[CH:10]2[CH2:25][c:26]1[cH:27][c:28]([Cl:33])[c:29]([Cl:32])[cH:30][cH:31]1. The reactants are C1(=CC=CC=C1)C(C)(C#C)O (2-phenyl-3-butyn-2-ol), IC1=C2/C(/C(NC2=CC=C1)=O)=C/C=1NC=CC1OC ((Z)-1,3-dihydro-4-iodo-3-[(3-methoxy-1H-pyrrol-2-yl)methylene]-2H-indol-2-one), IC1=C2/C(/C(NC2=CC=C1)=O)=C/C=1NC=CC1OC ((Z)-1,3-dihydro-4-iodo-3-[(3-methoxy-1H-pyrrol-2-yl)methylene]-2H-indol-2-one). Reagents/catalysts: [Cu]I (CuI), Cl[Pd]([P](C1=CC=CC=C1)(C2=CC=CC=C2)C3=CC=CC=C3)([P](C4=CC=CC=C4)(C5=CC=CC=C5)C6=CC=CC=C6)Cl ((Ph3P)2PdCl2). Run in CCN(CC)CC (Et3N), CN(C)C=O (DMF). Yields the product OC(C#CC1=C2/C(/C(NC2=CC=C1)=O)=C/C=1NC=CC1OC)(C)C1=CC=CC=C1 (rac-(Z)-1,3-dihydro-4-[3-hydroxy-3-phenyl-1-butynyl]-3-[(3-methoxy-1H-pyrrol-2-yl)methylene]-2H-indol-2-one). As a reaction SMILES: [C:1]1([C:7]([OH:11])([C:9]#[CH:10])[CH3:8])[CH:6]=[CH:5][CH:4]=[CH:3][CH:2]=1.I[C:13]1[CH:21]=[CH:20][CH:19]=[C:18]2[C:14]=1/[C:15](=[CH:23]/[C:24]1[NH:25][CH:26]=[CH:27][C:28]=1[O:29][CH3:30])/[C:16](=[O:22])[NH:17]2>Cl[Pd](Cl)([P](C1C=CC=CC=1)(C1C=CC=CC=1)C1C=CC=CC=1)[P](C1C=CC=CC=1)(C1C=CC=CC=1)C1C=CC=CC=1.[Cu]I.CN(C=O)C.CCN(CC)CC>[OH:11][C:7]([C:1]1[CH:6]=[CH:5][CH:4]=[CH:3][CH:2]=1)([CH3:8])[C:9]#[C:10][C:13]1[CH:21]=[CH:20][CH:19]=[C:18]2[C:14]=1/[C:15](=[CH:23]/[C:24]1[NH:25][CH:26]=[CH:27][C:28]=1[O:29][CH3:30])/[C:16](=[O:22])[NH:17]2 |^1:33,52|. Procedure details: Using Method C above, 2-phenyl-3-butyn-2-ol (70 mg, 0.48 mmol) (Aldrich) was coupled to (Z)-1,3-dihydro-4-iodo-3-[(3-methoxy-1H-pyrrol-2-yl)methylene]-2H-indol-2-one (146 mg, 0.4 mmol) (Starting Material 2) using (Ph3P)2PdCl2 (20 mg) (Aldrich) and CuI (10 mg) (Aldrich) as catalyst in DMF (2 mL) and Et3N (2 mL) as solvent at 70° C. for 15 h, yielding rac-(Z)-1,3-dihydro-4-[3-hydroxy-3-phenyl-1-butynyl]-3-[(3-methoxy-1H-pyrrol-2-yl)methylene]-2H-indol-2-one. (Yield 85 mg, 55%). Reactants: ClS(=O)(=O)C1=CC=2C3=C(C(NC2C=C1)=O)NC=C3C(=O)O (8-chlorosulfonyl-4-oxo-4,5-dihydro-3H-pyrrolo[2,3-c]quinoline-1-carboxylic acid), FC=1C=C(N)C=CC1F (3,4-difluoro-aniline). Product: FC=1C=C(C=CC1F)NS(=O)(=O)C1=CC=2C3=C(C(NC2C=C1)=O)NC=C3.C(C)C(=O)[O-] (8-(3,4-difluorophenylsulfamoyl)-4-oxo-4,5-dihydro-3H-pyrrolo[2,3-c]quinoline 1-ethyl carboxylate). Yield: 23.3%. RXN SMILES: Cl[S:2]([C:5]1[CH:14]=[CH:13][C:12]2[NH:11][C:10](=[O:15])[C:9]3[NH:16][CH:17]=[C:18]([C:19]([OH:21])=[O:20])[C:8]=3[C:7]=2[CH:6]=1)(=[O:4])=[O:3].[F:22][C:23]1[CH:24]=[C:25]([CH:27]=[CH:28][C:29]=1[F:30])[NH2:26]>>[F:22][C:23]1[CH:24]=[C:25]([NH:26][S:2]([C:5]2[CH:14]=[CH:13][C:12]3[NH:11][C:10](=[O:15])[C:9]4[NH:16][CH:17]=[CH:18][C:8]=4[C:7]=3[CH:6]=2)(=[O:3])=[O:4])[CH:27]=[CH:28][C:29]=1[F:30].[CH2:18]([C:19]([O-:21])=[O:20])[CH3:17] |f:2.3|. Reported procedure: This compound is prepared according to synthesis 25, from 150 mg (0.46 mmol) of 8-chlorosulfonyl-4-oxo-4,5-dihydro-3H-pyrrolo[2,3-c]quinoline-1-carboxylic acid (synthesis 2) and 55 μL (0.55 mmol) of 3,4-difluoro-aniline. After purification by chromatography on silica gel (dichloromethane/methanol 95/5) then trituration in diethyl ether, 24 mg (12%) of 8-(3,4-difluorophenylsulfamoyl)-4-oxo-4,5-dihydro-3H-pyrrolo[2,3-c]quinoline-1-ethyl carboxylate is obtained in the form of a white solid. Starting materials: O=C([O-])[O-], CN(C)C=O, ClCCBr, [K+], [K+], Sc1nccs1. Product: ClCCSc1nccs1. RXN SMILES: [C:11](=[O:12])([O-:13])[O-:14].[CH3:17][N:18]([CH3:19])[CH:20]=[O:21].[Cl:1][CH2:2][CH2:3][Br:4].[K+:15].[K+:16].[SH:5][c:6]1[s:7][cH:8][cH:9][n:10]1>>[Cl:1][CH2:2][CH2:3][S:5][c:6]1[s:7][cH:8][cH:9][n:10]1. The reactants are OO (hydrogen peroxide), C(C=C)N1C(=O)C2C(CC=CC2)C1=O (N-allyl-4-cyclohexene-1,2-dicarboximide), [Na] (sodium), three-mouth. Procedure: 100.0 g of N-allyl-4-cyclohexene-1,2-dicarboximide, 2.44 g of methyltrioctylammonium hydrogen sulfate, 3.45 g of sodium tungstenate dihydrate and 0.58 g of aminomethylphosphonic acid were charged into a 500 mL three-mouth flask provided with a reflux condenser, thermometer, stirring apparatus, dropping funnel and oil bath. After heating using the oil bath maintained at a temperature of 90° C., 80 ml of 30% aqueous hydrogen peroxide were dropped in over the course of 180 minutes through the dropp... RXN SMILES: [CH2:1]([N:4]1[C:13](=[O:14])[CH:8]2[CH2:9][CH:10]=[CH:11][CH2:12][CH:7]2[C:5]1=[O:6])[CH:2]=[CH2:3].[Na].[OH:16]O>S([O-])(O)(=O)=O.C[N+](CCCCCCCC)(CCCCCCCC)CCCCCCCC.NCP(=O)(O)O>[O:16]1[CH:11]2[CH:10]1[CH2:9][CH:8]1[C:13](=[O:14])[N:4]([CH2:1][CH:2]=[CH2:3])[C:5](=[O:6])[CH:7]1[CH2:12]2 |f:3.4,^1:14|. Reagents/catalysts: S(=O)(=O)(O)[O-].C[N+](CCCCCCCC)(CCCCCCCC)CCCCCCCC (methyltrioctylammonium hydrogen sulfate), NCP(O)(O)=O (aminomethylphosphonic acid). Run at time 4 hour. Product: O1C2CC3C(CC21)C(=O)N(C3=O)CC=C (4,5-epoxy-N-allylcyclohexane-1,2-dicarboximide). Yields the product C#CC(C)(O)CCC(C)CC. Reaction SMILES: [C:11](#[CH:12])[Mg+:13].[CH3:1][CH:2]([CH2:3][CH2:4][C:5]([CH3:6])=[O:7])[CH2:8][CH3:9].[Cl-:10].[O:19]1[CH2:20][CH2:21][CH2:22][CH2:23]1.[S:14](=[O:15])(=[O:16])([OH:17])[OH:18]>>[CH3:1][CH:2]([CH2:3][CH2:4][C:5]([CH3:6])([OH:7])[C:11]#[CH:12])[CH2:8][CH3:9]. Reactants: C#C[Mg+], CCC(C)CCC(C)=O, [Cl-], C1CCOC1, O=S(=O)(O)O. The reactants are CN(N)C(C1=CC=C(C=C1)OC)=O (4-methoxybenzoic acid N-methyl hydrazide), O (water), 1-N, [OH-].[Na+] (sodium hydroxide), [Li] (lithium). Solvent: C1CCOC1 (THF), O1CCCC1 (Tetrahydrofuran). Yields the product COC1=CC=C(CN(N)C)C=C1 (N-(4-Methoxybenzyl)-N-methylhydrazine). Yield: 51.5%. RXN SMILES: [Li].[CH3:2][N:3]([C:5](=O)[C:6]1[CH:11]=[CH:10][C:9]([O:12][CH3:13])=[CH:8][CH:7]=1)[NH2:4].O.[OH-].[Na+]>C1COCC1>[CH3:13][O:12][C:9]1[CH:10]=[CH:11][C:6]([CH2:5][N:3]([CH3:2])[NH2:4])=[CH:7][CH:8]=1 |f:3.4,^1:0|. Reported procedure: Tetrahydrofuran (40 ml) was added to lithium aluminumhydride (1.94 g), the mixture was heated and stirred gently under an argon atmosphere, and a solution (10 ml) of 4-methoxybenzoic acid N-methyl hydrazide (4.78 g) prepared in the Step 14-1-1 in THF was added thereto. The resulting mixture was further stirred for 15 hours under heat reflux. The mixture was allowed to cool to a room temperature, and then water (2 ml) and a 1-N sodium hydroxide aqueous solution (7.5 ml) were added dropwise to the... The reactants are O (H2O), CC[C@@H]1CN2CC[C@@H]1C[C@@H]2[C@@H](C3=C4C=C(C=CC4=NC=C3)OC)OC5=NN=C(C6=CC=CC=C65)O[C@@H]([C@H]7C[C@@H]8CCN7C[C@@H]8CC)C9=C1C=C(C=CC1=NC=C9)OC (AD-mix-α), O (H2O), S(=O)([O-])[O-].[Na+].[Na+] (Sodium sulfite), C(=C)C=1C=C(C=C(C1F)F)C(CC(=O)OCC)CC (Ethyl 3-(3-ethenyl-4,5-difluorophenyl)pentanoate), O (H2O). The solvent is CC(C)(C)O (t-BuOH), CC(C)(C)O (t-BuOH). Conditions: temperature 0 celsius, time 6 hour. Yields the product O[C@H](CO)C=1C=C(C=C(C1F)F)C(CC(=O)OCC)CC (Ethyl 3-{3-[(1S)-1,2-dihydroxyethyl]-4,5-difluorophenyl}pentanoate). The yield is 92.0%. RXN SMILES: CC[C@H]1[C@H]2C[C@H]([C@H](OC3C4C(=CC=CC=4)C(O[C@H](C4C=CN=C5C=4C=C(OC)C=C5)[C@@H]4N5C[C@H](CC)[C@@H](CC5)C4)=NN=3)C3C=CN=C4C=3C=C([O:22]C)C=C4)N(CC2)C1.[CH:59]([C:61]1[CH:62]=[C:63]([CH:69]([CH2:76][CH3:77])[CH2:70][C:71]([O:73][CH2:74][CH3:75])=[O:72])[CH:64]=[C:65]([F:68])[C:66]=1[F:67])=[CH2:60].S([O-])([O-])=O.[Na+].[Na+].[OH2:84]>CC(O)(C)C>[OH:84][C@@H:59]([C:61]1[CH:62]=[C:63]([CH:69]([CH2:76][CH3:77])[CH2:70][C:71]([O:73][CH2:74][CH3:75])=[O:72])[CH:64]=[C:65]([F:68])[C:66]=1[F:67])[CH2:60][OH:22] |f:2.3.4|. Procedure: A solution of AD-mix-α (50.0 g), t-BuOH (250 mL), and H2O (280 mL) was stirred until no solid was observed and then cooled to 0° C. Ethyl 3-(3-ethenyl-4,5-difluorophenyl)pentanoate (12.58 g, 0.0469 mol) in t-BuOH (35 mL) and H2O (10 mL) was added and the reaction stirred at 0° C. for 6 h and then warmed to room temperature overnight. Sodium sulfite (64 g) was added to quench the reaction and the reaction was diluted with H2O and extracted three times with ethylacetate. The combined organic layer... Reactants: C=1(C(=CC=CC1)N)N (Benzene-1,2-diamine), FC(C(C(F)(F)F)O)(F)F (hexafluoroisopropanol). Reaction conditions: time 4 hour. Product: NC1=C(C=CC=C1)NC[C@H](C(F)(F)F)O ((R)-3-[(2-aminophenyl)amino]-1,1,1-trifluoropropan-2-ol). Yield: 13.2%. Reaction SMILES: [C:1]1([NH2:8])[C:2]([NH2:7])=[CH:3][CH:4]=[CH:5][CH:6]=1.[F:9][C:10]([F:18])([F:17])[CH:11]([OH:16])[C:12](F)(F)F>>[NH2:7][C:2]1[CH:3]=[CH:4][CH:5]=[CH:6][C:1]=1[NH:8][CH2:12][C@@H:11]([OH:16])[C:10]([F:18])([F:17])[F:9]. Procedure details: Benzene-1,2-diamine (4.83 g, 44.6 mmol) was dissolved in hexafluoroisopropanol (9.37 mL, 89 mmol), (R)-trifluoromethylepoxide (0.769 mL, 8.92 mmol) was added, and the resulting reaction mixture was stirred at room temperature for 4 hours. The solution was concentrated and purified on a silica gel column with a 0-100% EtOAc/Hexanes gradient in a 100 g cartridge. (R)-3-[(2-aminophenyl)amino]-1,1,1-trifluoropropan-2-ol (1.30 g, 5.90 mmol) was obtained in 66.2% yield. 1H NMR (400 MHz, CDCl3) 83.32 (...